From a dataset of the Open Reaction Database (ORD), a public repository of structured organic reaction records. describe an organic reaction: reactants, conditions, products, and yield Starting materials: C1(CC1)C1=CC(=C(C(=O)OC)C=C1)O (methyl 4-cyclopropyl-2-hydroxybenzoate), BrBr (bromine), O (water). Run in C(C)(=O)O (acetic acid). Run at time 2 hour. The product is BrC=1C(=CC(=C(C(=O)OC)C1)O)C1CC1 (methyl 5-bromo-4-cyclopropyl-2-hydroxybenzoate). Yield: 89.8%. As a reaction SMILES: [CH:1]1([C:4]2[CH:13]=[CH:12][C:7]([C:8]([O:10][CH3:11])=[O:9])=[C:6]([OH:14])[CH:5]=2)[CH2:3][CH2:2]1.[Br:15]Br.O>C(O)(=O)C>[Br:15][C:13]1[C:4]([CH:1]2[CH2:3][CH2:2]2)=[CH:5][C:6]([OH:14])=[C:7]([CH:12]=1)[C:8]([O:10][CH3:11])=[O:9]. Procedure: To a solution of methyl 4-cyclopropyl-2-hydroxybenzoate (1.80 g) in acetic acid (15.0 mL) was added dropwise bromine (1.57 g) under ice-cooling. The mixture was stirred at room temperature for 2 hr, to the reaction mixture was added water, and the resulting solid was collected by filtration. The obtained solid was dried under reduced pressure to give the title compound (2.28 g). As a reaction SMILES: CO[C:3]1[CH:8]=[CH:7][CH:6]=[CH:5][C:4]=1[CH:9]=[CH:10][C:11]([C:13]1[CH:18]=[CH:17][CH:16]=[CH:15][CH:14]=1)=[O:12].[C-]#N.[Na+].CS(C)=O.C(Cl)(Cl)Cl>O>[C:4]1([CH:9]=[CH:10][C:11]([C:13]2[CH:18]=[CH:17][CH:16]=[CH:15][CH:14]=2)=[O:12])[CH:3]=[CH:8][CH:7]=[CH:6][CH:5]=1 |f:1.2|. The reactants are COC1=C(C=CC=C1)C=CC(=O)C1=CC=CC=C1 (methoxy chalcone), [C-]#N.[Na+] (sodium cyanide), CS(=O)C (dimethyl-sulfoxide), C(Cl)(Cl)Cl (chloroform). Procedure details: 10 g of methoxy chalcone and 2.05 g of sodium cyanide are dissolved into 100 ml of dimethyl-sulfoxide, and then reacted for 24 hours. After the reaction, the reacted solution is mixed with chloroform and agitated together with distilled water so as to extract impurities. After removing the solution phase, the solution is decompressed at a room temperature in order to eliminate chloroform. After recrystallization of the remained solid phase in methanol, the solution is dried under vacuum, thus ob... Run in O (water). Yields the product C1(=CC=CC=C1)C=CC(=O)C1=CC=CC=C1 (Chalcone).